This data is from the Open Reaction Database (ORD), a public repository of structured organic reaction records. The task is: describe an organic reaction: reactants, conditions, products, and yield The reactants are C(N)(=O)C(C(C)C)(C)NC(=O)C1=NC2=CC=CC=C2C=C1C(=O)O (2-[(1-carbamoyl-1,2-dimethylpropyl)carbamoyl]-3-quinolinecarboxylic acid), [OH-].[Na+] (sodium hydroxide), Cl (hydrochloric acid). Run in O (water). Product: C(C)(C)C1(C(N=C(N1)C1=NC2=CC=CC=C2C=C1C(=O)O)=O)C (2-(5-isopropyl-5-methyl-4-oxo-2-imidazolin-2-yl)-3-quinolinecarboxylic acid). As a reaction SMILES: [C:1]([C:4]([NH:9][C:10]([C:12]1[C:21]([C:22]([OH:24])=[O:23])=[CH:20][C:19]2[C:14](=[CH:15][CH:16]=[CH:17][CH:18]=2)[N:13]=1)=O)([CH3:8])[CH:5]([CH3:7])[CH3:6])(=[O:3])[NH2:2].[OH-].[Na+].Cl>O>[CH:5]([C:4]1([CH3:8])[NH:9][C:10]([C:12]2[C:21]([C:22]([OH:24])=[O:23])=[CH:20][C:19]3[C:14](=[CH:15][CH:16]=[CH:17][CH:18]=3)[N:13]=2)=[N:2][C:1]1=[O:3])([CH3:7])[CH3:6] |f:1.2|. Procedure details: A solution of 2-[(1-carbamoyl-1,2-dimethylpropyl)carbamoyl]-3-quinolinecarboxylic acid (0.152 mol), in water (50 mL) containing sodium hydroxide (0.06 mol) is heated at 75° to 80° C. for two hours. The solution is cooled in an ice bath and acidified with concentrated hydrochloric acid, added in small increments. The resulting precipitate is filtered, washed with water, air dried, and recrystallized from acetone to afford the 2-(5-isopropyl-5-methyl-4-oxo-2-imidazolin-2-yl)-3-quinolinecarboxylic ... Starting materials: ClCl (chlorine), FC1=C(C(=O)O)C=C(C(=C1)F)F (2,4,5-trifluorobenzoic acid), II (iodine), ClS(=O)(=O)O (chlorosulfonic acid). The product is ClC=1C(=C(C(=O)O)C=C(C1F)F)F (3-Chloro-2,4,5-trifluorobenzoic acid). RXN SMILES: ClCl.[F:3][C:4]1[CH:12]=[C:11]([F:13])[C:10]([F:14])=[CH:9][C:5]=1[C:6]([OH:8])=[O:7].II.[Cl:17]S(O)(=O)=O>>[Cl:17][C:12]1[C:4]([F:3])=[C:5]([CH:9]=[C:10]([F:14])[C:11]=1[F:13])[C:6]([OH:8])=[O:7]. Procedure: A steady stream of chlorine gas was bubbled through a solution of 8.1 g (46 mmol) of 2,4,5-trifluorobenzoic acid, (*Jpn. Kokai Tokkyo Koho JP 58, 150, 543 Sept. 7, 1983.) 0.2 g (catalytic amount) of iodine, and 15 ml of chlorosulfonic acid at 60° C for four hours. The reaction mixture was cooled to room temperature and poured cautiously onto ice with constant stirring. The suspension was extracted with ethyl acetate, and the extracts were combined, washed with water, and dried over magnesium sul... Starting materials: N1[C@H](CCC1=O)C(=O)O (D-pyroglutamic acid), C1(=CC=CC=C1)C(=O)C(O)C1=CC=CC=C1 (benzoin), C(C)N=C=NCCCN(C)C (1-ethyl-3-(3-dimethylaminopropyl)carbodiimide). The reagents and catalysts are CN(C1=CC=NC=C1)C (4-dimethylaminopyridine). Run in C(Cl)Cl (CH2Cl2). Conditions: time 12 hour. Yields the product C1(=CC=CC=C1)C=1N=C(OC1C1=CC=CC=C1)[C@H]1CCC(N1)=O ((5R)-5-(4,5-diphenyloxazol-2-yl)pyrrolidin-2-one). Reaction SMILES: [NH:1]1[C:5](=[O:6])[CH2:4][CH2:3][C@@H:2]1[C:7]([OH:9])=O.[C:10]1([C:16]([CH:18]([C:20]2[CH:25]=[CH:24][CH:23]=[CH:22][CH:21]=2)O)=O)[CH:15]=[CH:14][CH:13]=[CH:12][CH:11]=1.C([N:28]=C=NCCCN(C)C)C>C(Cl)Cl.CN(C)C1C=CN=CC=1>[C:10]1([C:16]2[N:28]=[C:7]([C@@H:2]3[NH:1][C:5](=[O:6])[CH2:4][CH2:3]3)[O:9][C:18]=2[C:20]2[CH:25]=[CH:24][CH:23]=[CH:22][CH:21]=2)[CH:15]=[CH:14][CH:13]=[CH:12][CH:11]=1. Procedure details: To a solution of D-pyroglutamic acid (30 g) in CH2Cl2 (200 ml) were added benzoin (74 g), 1-ethyl-3-(3-dimethylaminopropyl)carbodiimide (68 ml) and 4-dimethylaminopyridine (30 g) at room temperature under N2. After being stirred for 12 hours at room temperature, the solvent was evaporated in vacuo, and the residue was partitioned between ethyl acetate and water. The organic layer was washed with 1N-HCl solution, sat. NaHCO3 and brine, dried over MgSO4, and evaporated in vacuo. The obtained compo... Reactants: SC(C)(C)[C@@H]1C[C@@H](C(=O)O1)CS (cis-4-(1-mercapto-1-methylethyl)-2-mercaptomethyl-4-butanolide), Cl (hydrochloric acid). The solvent is C1CCOC1 (THF), [OH-].[Na+] (sodium hydroxide). Reaction conditions: time 30 minute. Product: C(=O)(O)[C@H]1C[C@@H](SC1)C(C)(C)S (trans-4-carboxy-2-(1-mercapto-1-methylethyl)tetrahydrothiophene). As a reaction SMILES: [SH:1][C:2]([C@H:5]1[O:10][C:8](=[O:9])[C@@H:7]([CH2:11][SH:12])[CH2:6]1)([CH3:4])[CH3:3].Cl>C1COCC1.[OH-].[Na+]>[C:8]([C@@H:7]1[CH2:11][S:12][C@@H:5]([C:2]([SH:1])([CH3:4])[CH3:3])[CH2:6]1)([OH:10])=[O:9] |f:3.4|. Reported procedure: To a stirred solution of cis-4-(1-mercapto-1-methylethyl)-2-mercaptomethyl-4-butanolide (1.1 g) in THF (4 ml), 1N sodium hydroxide solution (5.2 ml) was added and the mixture was stirred for 30 minutes. The reaction mixture was acidified with 1N hydrochloric acid and extracted with ethyl acetate. The organic layer was washed with saturated sodium chloride solution, dried over anhydrous sodium sulfate and concentrated in vacuo to give the titled compound (compound No. 8-1) quantitatively. The reactants are CS(=O)(=O)c1cccc(N)c1[N+](=O)[O-], COC(=O)c1cccc(N)c1NC1CC1. Product: CS(=O)(=O)c1cccc(N)c1N. RXN SMILES: [CH3:16][S:17](=[O:18])(=[O:19])[c:20]1[c:21]([N+:27]([O-:28])=[O:29])[c:22]([NH2:23])[cH:24][cH:25][cH:26]1.[NH2:1][c:2]1[c:3]([NH:4][CH:5]2[CH2:6][CH2:7]2)[c:8]([C:12]([O:13][CH3:14])=[O:15])[cH:9][cH:10][cH:11]1>>[CH3:16][S:17](=[O:18])(=[O:19])[c:20]1[c:21]([NH2:27])[c:22]([NH2:23])[cH:24][cH:25][cH:26]1. Starting materials: OC=1C=CC(=NC1)C (5-Hydroxy-2-methylpyridine), Cl (hydrochloric acid), C (charcoal). Solvent: CO (methanol). Conditions: time 8 hour. Product: ClC1=NC(=CC=C1O)C (2-chloro-3-hyroxy-6-methylpyridine). Yield: 67.3%. RXN SMILES: [OH:1][C:2]1[CH:3]=[CH:4][C:5]([CH3:8])=[N:6][CH:7]=1.C.[ClH:10]>CO>[Cl:10][C:7]1[C:2]([OH:1])=[CH:3][CH:4]=[C:5]([CH3:8])[N:6]=1. Reported procedure: 5-Hydroxy-2-methylpyridine (1-014-01) (27.01 g) was dissolved in conc. hydrochloric acid (200 mL) and to the reaction mixture was bubbled chlorine gass at 68 to 74° C. After the reaction mixture was stood overnight, the volatile was removed by bubbling nitrogen gas. The reaction mixture was evaporated under reduced pressure to give the crystal residue. The crystal residue was dissolved in methanol, and treated with active charcoal. After recrystallization, the desired 2-chloro-3-hyroxy-6-methylp... The reactants are ClC1=NC=CC(=N1)Cl (2,4-dichloropyrimidine), C1(CC1)C1=NNC(=C1)N (3-cyclopropyl-1H-pyrazol-5-amine). Run in CCO (EtOH). Run at time 8 hour. Product: ClC1=NC=CC(=N1)NC1=NNC(=C1)C1CC1 (2-chloro-N-(5-cyclopropyl-1H-pyrazol-3-yl)pyrimidin-4-amine). The yield is 44.0%. RXN SMILES: [Cl:1][C:2]1[N:7]=[C:6](Cl)[CH:5]=[CH:4][N:3]=1.[CH:9]1([C:12]2[CH:16]=[C:15]([NH2:17])[NH:14][N:13]=2)[CH2:11][CH2:10]1>CCO>[Cl:1][C:2]1[N:7]=[C:6]([NH:17][C:15]2[CH:16]=[C:12]([CH:9]3[CH2:11][CH2:10]3)[NH:13][N:14]=2)[CH:5]=[CH:4][N:3]=1. Procedure details: The mixture of 2,4-dichloropyrimidine (2.0 g, 13.5 mmol, 1.0 equiv.), EtOH (6 mL) and 3-cyclopropyl-1H-pyrazol-5-amine (20.3 g, 20.3 mmol, 1.5 equiv.) was stirred at room temperature for 8 h. The reaction mixture was filtered to afford compound 2-chloro-N-(5-cyclopropyl-1H-pyrazol-3-yl)pyrimidin-4-amine (1.4 g, 45%).